Dataset: the Open Reaction Database (ORD), a public repository of structured organic reaction records. Task: describe an organic reaction: reactants, conditions, products, and yield The reactants are CC(C)(C)OC(=O)NC1CCCN(c2c(Br)cnc3[nH]cc(NC(=O)c4cccnc4)c23)C1, [Li]CCCC, C1CCOC1, [Li]C, CSSC. Product: CSc1cnc2[nH]cc(NC(=O)c3cccnc3)c2c1N1CCCC(NC(=O)OC(C)(C)C)C1. As a reaction SMILES: [Br:1][c:2]1[c:3]([N:20]2[CH2:21][CH:22]([NH:26][C:27]([O:28][C:29]([CH3:30])([CH3:31])[CH3:32])=[O:33])[CH2:23][CH2:24][CH2:25]2)[c:4]2[c:5]([n:6][cH:7]1)[nH:8][cH:9][c:10]2[NH:11][C:12]([c:13]1[cH:14][n:15][cH:16][cH:17][cH:18]1)=[O:19].[CH2:36]([Li:37])[CH2:38][CH2:39][CH3:40].[CH2:45]1[O:46][CH2:47][CH2:48][CH2:49]1.[CH3:34][Li:35].[CH3:41][S:42][S:43][CH3:44]>>[c:2]1([S:42][CH3:41])[c:3]([N:20]2[CH2:21][CH:22]([NH:26][C:27]([O:28][C:29]([CH3:30])([CH3:31])[CH3:32])=[O:33])[CH2:23][CH2:24][CH2:25]2)[c:4]2[c:5]([n:6][cH:7]1)[nH:8][cH:9][c:10]2[NH:11][C:12]([c:13]1[cH:14][n:15][cH:16][cH:17][cH:18]1)=[O:19]. Starting materials: C(C)(=O)N1C2=CC=CC=C2C=2C=C(C=CC12)Br (9-acetyl-3-bromocarbazole), C1(=CC=C(C=C1)NC1=CC=C(C=C1)C)C (di-p-tolylamine). The reagents and catalysts are [Cu]=O (copper oxide). Solvent: N,N′-dimethylacetamide. Conditions: temperature 170 celsius. Product: C1(=CC=C(C=C1)N(C1=CC=C(C=C1)C)C=1C=CC=2NC3=CC=CC=C3C2C1)C (3-(N,N-di-p-tolylamino)-9H-carbazole). The yield is 79.5%. Reaction SMILES: C([N:4]1[C:16]2[CH:15]=[CH:14][C:13](Br)=[CH:12][C:11]=2[C:10]2[C:5]1=[CH:6][CH:7]=[CH:8][CH:9]=2)(=O)C.[C:18]1([CH3:32])[CH:23]=[CH:22][C:21]([NH:24][C:25]2[CH:30]=[CH:29][C:28]([CH3:31])=[CH:27][CH:26]=2)=[CH:20][CH:19]=1>[Cu]=O>[C:28]1([CH3:31])[CH:29]=[CH:30][C:25]([N:24]([C:8]2[CH:7]=[CH:6][C:5]3[NH:4][C:16]4[C:11]([C:10]=3[CH:9]=2)=[CH:12][CH:13]=[CH:14][CH:15]=4)[C:21]2[CH:20]=[CH:19][C:18]([CH3:32])=[CH:23][CH:22]=2)=[CH:26][CH:27]=1. Procedure: A mixture of 1.2 g of 9-acetyl-3-bromocarbazole and 1.2 g of di-p-tolylamine were stirred together in 20 ml N,N′-dimethylacetamide. To this was added 0.8 g of copper oxide and heated to 170° C. for 24 h. The reaction was quenched with water and the solid was filtered, washed with methanol, and dried under vacuum. The solid was then taken up for further deprotection using 0.6 g KOH with THF (3 ml), methanol (6 ml) and water (6 ml) at reflux temperature. The reaction mixture was then extracted usi... Reactants: C1(CC1)C(CNC=1C(=CC(=C(C#N)C1)F)C)=O (5-(2-Cyclopropyl-2-oxoethylamino)-2-fluoro-4-methylbenzonitrile), [S-]C#N.[K+] (Potassium thiocyanate). The solvent is C(C)(=O)O (acetic acid). Reaction conditions: temperature 110 celsius. The product is C1(CC1)C=1N=C(N(C1)C=1C(=CC(=C(C#N)C1)F)C)S (5-(4-cyclopropyl-2-mercapto-1H-imidazol-1-yl)-2-fluoro-4-methylbenzonitrile). The yield is 85.3%. As a reaction SMILES: [CH:1]1([C:4](=O)[CH2:5][NH:6][C:7]2[C:8]([CH3:16])=[CH:9][C:10]([F:15])=[C:11]([CH:14]=2)[C:12]#[N:13])[CH2:3][CH2:2]1.[S-:18][C:19]#[N:20].[K+]>C(O)(=O)C>[CH:1]1([C:4]2[N:20]=[C:19]([SH:18])[N:6]([C:7]3[C:8]([CH3:16])=[CH:9][C:10]([F:15])=[C:11]([CH:14]=3)[C:12]#[N:13])[CH:5]=2)[CH2:3][CH2:2]1 |f:1.2|. Procedure details: 5-(2-Cyclopropyl-2-oxoethylamino)-2-fluoro-4-methylbenzonitrile (14.19 g, 61.2 mmol) was dissolved in glacial acetic acid (300 mL). Potassium thiocyanate (11.9 g, 122.4 mmol) was added as a solid with stirring. The reaction mixture was heated to 110° C. for 4 hours at which time the solvent was removed under reduced pressure. The residue was taken up in dichloromethane (200 mL) and washed with 200 mL water. The aqueous extract was extracted with (2×200 mL) additional dichloromethane, the organic... Reactants: CC(C)(C)OC(=O)NC(Cc1ccccc1)C(=O)O, OC1CCNCC1. Yields the product CC(C)(C)OC(=O)NC(Cc1ccccc1)C(=O)N1CCC(O)CC1. As a reaction SMILES: [C:8](=[O:9])([O:10][C:11]([CH3:12])([CH3:13])[CH3:14])[NH:15][CH:16]([CH2:17][c:18]1[cH:19][cH:20][cH:21][cH:22][cH:23]1)[C:24](=[O:25])[OH:26].[OH:1][CH:2]1[CH2:3][CH2:4][NH:5][CH2:6][CH2:7]1>>[OH:1][CH:2]1[CH2:3][CH2:4][N:5]([C:24]([CH:16]([NH:15][C:8](=[O:9])[O:10][C:11]([CH3:12])([CH3:13])[CH3:14])[CH2:17][c:18]2[cH:19][cH:20][cH:21][cH:22][cH:23]2)=[O:25])[CH2:6][CH2:7]1. Reactants: [BH4-], COCCOc1cccc(-c2cc3cc(N)cnc3[nH]2)c1, CO, O=Cc1ccccc1. Product: COCCOc1cccc(-c2cc3cc(NCc4ccccc4)cnc3[nH]2)c1. RXN SMILES: [BH4-:1].[CH3:2][O:3][CH2:4][CH2:5][O:6][c:7]1[cH:8][c:9](-[c:13]2[cH:14][c:15]3[c:16]([n:17][cH:18][c:19]([NH2:21])[cH:20]3)[nH:22]2)[cH:10][cH:11][cH:12]1.[CH3:31][OH:32].[CH:23](=[O:24])[c:25]1[cH:26][cH:27][cH:28][cH:29][cH:30]1>>[CH3:2][O:3][CH2:4][CH2:5][O:6][c:7]1[cH:8][c:9](-[c:13]2[cH:14][c:15]3[c:16]([n:17][cH:18][c:19]([NH:21][CH2:23][c:25]4[cH:26][cH:27][cH:28][cH:29][cH:30]4)[cH:20]3)[nH:22]2)[cH:10][cH:11][cH:12]1. The reactants are COC=1C=C(C=CC1[N+](=O)[O-])N1CCC(CC1)N(C)C ([1-(3-Methoxy-4-nitro-phenyl)-piperidine-4-yl]dimethyl-amine), N1CCCC1 (Pyrrolidine), crude material. Product: COC=1C=C(C=CC1[N+](=O)[O-])N1CCC(CC1)N1CCCC1 (1-(3-Methoxy-4-nitro-phenyl)-4-pyrrolidin-1-yl-piperidine). Reaction SMILES: [CH3:1][O:2][C:3]1[CH:4]=[C:5]([N:12]2[CH2:17][CH2:16][CH:15]([N:18]([CH3:20])[CH3:19])[CH2:14][CH2:13]2)[CH:6]=[CH:7][C:8]=1[N+:9]([O-:11])=[O:10].N1CC[CH2:23][CH2:22]1>>[CH3:1][O:2][C:3]1[CH:4]=[C:5]([N:12]2[CH2:17][CH2:16][CH:15]([N:18]3[CH2:19][CH2:23][CH2:22][CH2:20]3)[CH2:14][CH2:13]2)[CH:6]=[CH:7][C:8]=1[N+:9]([O-:11])=[O:10]. Procedure details: 1-(3-Methoxy-4-nitro-phenyl)-4-pyrrolidin-1-yl-piperidine was prepared in an analogous fashion to [1-(3-Methoxy-4-nitro-phenyl)-piperidine-4-yl]dimethyl-amine of Example 475a replacing Dimethylamine with Pyrrolidine. The crude material was used after workup without further manipulation (350 mg, 96%). Reactants: N#CCC(=O)O, O=C([O-])[O-], C=CCOc1ccc(-c2c(C)sc(N)c2C(=O)OCC)cc1, ClCCl, [Na+], [Na+]. Yields the product C=CCOc1ccc(-c2c(C)sc(NC(=O)CC#N)c2C(=O)OCC)cc1. RXN SMILES: [C:1](#[N:2])[CH2:3][C:4](=[O:5])[OH:6].[C:29](=[O:30])([O-:31])[O-:32].[CH2:7]([CH3:8])[O:9][C:10](=[O:11])[c:12]1[c:13]([NH2:28])[s:14][c:15]([CH3:27])[c:16]1-[c:17]1[cH:18][cH:19][c:20]([O:23][CH2:24][CH:25]=[CH2:26])[cH:21][cH:22]1.[Cl:35][CH2:36][Cl:37].[Na+:33].[Na+:34]>>[C:1](#[N:2])[CH2:3][C:4](=[O:5])[NH:28][c:13]1[c:12]([C:10]([O:9][CH2:7][CH3:8])=[O:11])[c:16](-[c:17]2[cH:18][cH:19][c:20]([O:23][CH2:24][CH:25]=[CH2:26])[cH:21][cH:22]2)[c:15]([CH3:27])[s:14]1. Starting materials: [Li]C(C)(C)C, C1CCOC1, COc1c(C)cc(Br)cc1C, [Cl-], [Cl-], Cl, Ic1ccccc1, [Zn+2]. Product: COc1c(C)cc(-c2ccccc2)cc1C. RXN SMILES: [C:1]([Li:2])([CH3:3])([CH3:4])[CH3:5].[CH2:25]1[O:26][CH2:27][CH2:28][CH2:29]1.[CH3:6][c:7]1[c:8]([O:15][CH3:16])[c:9]([CH3:14])[cH:10][c:11]([Br:13])[cH:12]1.[Cl-:30].[Cl-:32].[ClH:24].[I:17][c:18]1[cH:19][cH:20][cH:21][cH:22][cH:23]1.[Zn+2:31]>>[CH3:6][c:7]1[c:8]([O:15][CH3:16])[c:9]([CH3:14])[cH:10][c:11](-[c:18]2[cH:19][cH:20][cH:21][cH:22][cH:23]2)[cH:12]1. Reactants: [Br-], CCOC(C)=O, CCOCC, [Mg+]C1CC1, O=Cc1ccc(Cl)cc1, C1CCOC1, O. The product is OC(c1ccc(Cl)cc1)C1CC1. Reaction SMILES: [Br-:10].[CH3:16][CH2:17][O:18][C:19](=[O:20])[CH3:21].[CH3:22][CH2:23][O:24][CH2:25][CH3:26].[CH:11]1([Mg+:14])[CH2:12][CH2:13]1.[Cl:1][c:2]1[cH:3][cH:4][c:5]([CH:6]=[O:7])[cH:8][cH:9]1.[O:27]1[CH2:28][CH2:29][CH2:30][CH2:31]1.[OH2:15]>>[Cl:1][c:2]1[cH:3][cH:4][c:5]([CH:6]([OH:7])[CH:11]2[CH2:12][CH2:13]2)[cH:8][cH:9]1.